From a dataset of the Open Reaction Database (ORD), a public repository of structured organic reaction records. describe an organic reaction: reactants, conditions, products, and yield Reactants: N#Cc1c(N)cccc1F, OCC1CCCNC1. Product: N#Cc1c(N)cccc1OCC1CCCNC1. RXN SMILES: [NH2:9][c:10]1[c:11]([C:12]#[N:13])[c:14]([F:18])[cH:15][cH:16][cH:17]1.[NH:1]1[CH2:2][CH:3]([CH2:7][OH:8])[CH2:4][CH2:5][CH2:6]1>>[NH:1]1[CH2:2][CH:3]([CH2:7][O:8][c:14]2[c:11]([C:12]#[N:13])[c:10]([NH2:9])[cH:17][cH:16][cH:15]2)[CH2:4][CH2:5][CH2:6]1. The reactants are O=C1CN(C(=O)c2cc(Br)c(-c3cccc(Cl)c3)s2)CN1, O=C([O-])O, COCCOC, OB(O)c1ccc(F)c(Cl)c1, [Na+], c1ccc(P(c2ccccc2)(c2ccccc2)[Pd](P(c2ccccc2)(c2ccccc2)c2ccccc2)(P(c2ccccc2)(c2ccccc2)c2ccccc2)P(c2ccccc2)(c2ccccc2)c2ccccc2)cc1. The product is O=C1CN(C(=O)c2cc(-c3ccc(F)c(Cl)c3)c(-c3cccc(Cl)c3)s2)CN1. RXN SMILES: [Br:1][c:2]1[cH:3][c:4]([C:14](=[O:15])[N:16]2[CH2:17][NH:18][C:19](=[O:21])[CH2:20]2)[s:5][c:6]1-[c:7]1[cH:8][c:9]([Cl:13])[cH:10][cH:11][cH:12]1.[C:33](=[O:34])([OH:35])[O-:36].[CH3:38][O:39][CH2:40][CH2:41][O:42][CH3:43].[Cl:22][c:23]1[cH:24][c:25]([B:30]([OH:31])[OH:32])[cH:26][cH:27][c:28]1[F:29].[Na+:37].[cH:44]1[cH:45][cH:46][c:47]([P:48]([Pd:49]([P:50]([c:51]2[cH:52][cH:53][cH:54][cH:55][cH:56]2)([c:57]2[cH:58][cH:59][cH:60][cH:61][cH:62]2)[c:63]2[cH:64][cH:65][cH:66][cH:67][cH:68]2)([P:69]([c:70]2[cH:71][cH:72][cH:73][cH:74][cH:75]2)([c:76]2[cH:77][cH:78][cH:79][cH:80][cH:81]2)[c:82]2[cH:83][cH:84][cH:85][cH:86][cH:87]2)[P:88]([c:89]2[cH:90][cH:91][cH:92][cH:93][cH:94]2)([c:95]2[cH:96][cH:97][cH:98][cH:99][cH:100]2)[c:101]2[cH:102][cH:103][cH:104][cH:105][cH:106]2)([c:107]2[cH:108][cH:109][cH:110][cH:111][cH:112]2)[c:113]2[cH:114][cH:115][cH:116][cH:117][cH:118]2)[cH:119][cH:120]1>>[c:2]1(-[c:25]2[cH:24][c:23]([Cl:22])[c:28]([F:29])[cH:27][cH:26]2)[cH:3][c:4]([C:14](=[O:15])[N:16]2[CH2:17][NH:18][C:19](=[O:21])[CH2:20]2)[s:5][c:6]1-[c:7]1[cH:8][c:9]([Cl:13])[cH:10][cH:11][cH:12]1. Starting materials: COc1cc(Br)cc(C(=O)O)c1O, CO, CCOC(C)=O, CCCCCC, O=S(=O)(O)O. Product: COC(=O)c1cc(Br)cc(OC)c1O. Reaction SMILES: [Br:6][c:7]1[cH:8][c:9]([O:17][CH3:18])[c:10]([OH:16])[c:11]([C:12](=[O:13])[OH:14])[cH:15]1.[CH3:19][OH:20].[CH3:21][CH2:22][O:23][C:24](=[O:25])[CH3:26].[CH3:27][CH2:28][CH2:29][CH2:30][CH2:31][CH3:32].[S:1](=[O:2])(=[O:3])([OH:4])[OH:5]>>[Br:6][c:7]1[cH:8][c:9]([O:17][CH3:18])[c:10]([OH:16])[c:11]([C:12]([O:13][CH3:21])=[O:14])[cH:15]1.